The task is: describe an organic reaction: reactants, conditions, products, and yield. This data is from the Open Reaction Database (ORD), a public repository of structured organic reaction records. The reactants are B, CCO, COc1c(C)c(C)c(OC)c(C=O)c1C, [Na]. Product: COc1c(C)c(C)c(OC)c(CO)c1C. Reaction SMILES: [BH3:16].[CH3:18][CH2:19][OH:20].[CH3:1][O:2][c:3]1[c:4]([CH:5]=[O:6])[c:7]([CH3:15])[c:8]([O:13][CH3:14])[c:9]([CH3:12])[c:10]1[CH3:11].[Na:17]>>[CH3:1][O:2][c:3]1[c:4]([CH2:5][OH:6])[c:7]([CH3:15])[c:8]([O:13][CH3:14])[c:9]([CH3:12])[c:10]1[CH3:11]. Reactants: O=C1OC(=O)C2CC12, ClCCl, NNc1ccccc1. Yields the product O=C(O)C1CC1C(=O)NNc1ccccc1. RXN SMILES: [CH:9]12[C:10](=[O:16])[O:11][C:12](=[O:15])[CH:13]1[CH2:14]2.[Cl:17][CH2:18][Cl:19].[NH2:1][NH:2][c:3]1[cH:4][cH:5][cH:6][cH:7][cH:8]1>>[NH:1]([NH:2][c:3]1[cH:4][cH:5][cH:6][cH:7][cH:8]1)[C:12]([CH:13]1[CH:9]([C:10](=[O:11])[OH:16])[CH2:14]1)=[O:15].